This data is from the Open Reaction Database (ORD), a public repository of structured organic reaction records. The task is: describe an organic reaction: reactants, conditions, products, and yield The reactants are Cl (HCl), N1=C(C=CC=C1)C#CCCC=1OC2=C(N1)C=CC=C2 (2-(4-(pyridin-2-yl)but-3-ynyl)benzo[d]oxazole). The solvent is O1CCOCC1 (dioxane), O1CCOCC1 (dioxane). Conditions: temperature 0 celsius. Yields the product Cl.N1=C(C=CC=C1)C#CCCC=1OC2=C(N1)C=CC=C2 (2-(4-(pyridin-2-yl)but-3-ynyl)benzo[d]oxazole hydrochloride). Isolated yield 78.0%. As a reaction SMILES: [ClH:1].[N:2]1[CH:7]=[CH:6][CH:5]=[CH:4][C:3]=1[C:8]#[C:9][CH2:10][CH2:11][C:12]1[O:13][C:14]2[CH:20]=[CH:19][CH:18]=[CH:17][C:15]=2[N:16]=1>O1CCOCC1>[ClH:1].[N:2]1[CH:7]=[CH:6][CH:5]=[CH:4][C:3]=1[C:8]#[C:9][CH2:10][CH2:11][C:12]1[O:13][C:14]2[CH:20]=[CH:19][CH:18]=[CH:17][C:15]=2[N:16]=1 |f:3.4|. Reported procedure: A solution of HCl in dioxane (4.65 mL, 0.8 M, 3.72 mmol) was added to a solution of 2-(4-(pyridin-2-yl)but-3-ynyl)benzo[d]oxazole (923 mg, 3.72 mmol) in dioxane (50 mL). The resulting suspension was cooled at 0° C. for 1 hour and was filtered. The precipitate was washed twice with dioxane and dried under vacuum to yield 2-(4-(pyridin-2-yl)but-3-ynyl)benzo[d]oxazole hydrochloride (830 mg, 2.91 mmol, 78%) as a white solid (M.P.=143.5-145° C.).